This data is from the Open Reaction Database (ORD), a public repository of structured organic reaction records. The task is: describe an organic reaction: reactants, conditions, products, and yield Run in CN(C)C=O (DMF), CCOC(=O)C (EtOAc). Reaction conditions: time 1 hour. Reactants: CI (MeI), [NH4+].[Cl-] (NH4Cl), [OH-].[K+] (KOH), FC(C1=CC(NC2=CC=CC=C12)=O)(F)F (4-trifluoromethyl-1H-quinolin-2-one). The product is CN1C(C=C(C2=CC=CC=C12)C(F)(F)F)=O (1-methyl-4-trifluoromethyl-1H-quinolin-2-one). The yield is 93.7%. As a reaction SMILES: [OH-].[K+].[F:3][C:4]([F:17])([F:16])[C:5]1[C:14]2[C:9](=[CH:10][CH:11]=[CH:12][CH:13]=2)[NH:8][C:7](=[O:15])[CH:6]=1.[CH3:18]I.[NH4+].[Cl-]>CN(C=O)C.CCOC(C)=O>[CH3:18][N:8]1[C:9]2[C:14](=[CH:13][CH:12]=[CH:11][CH:10]=2)[C:5]([C:4]([F:3])([F:16])[F:17])=[CH:6][C:7]1=[O:15] |f:0.1,4.5|. Procedure: KOH (10.54 g, 188.0 mmol) was added to a solution of 4-trifluoromethyl-1H-quinolin-2-one (4.00 g, 18.8 mmol) in DMF (160 mL). After 1 hour, the mixture was treated with MeI (11.7 mL, 188.0 mmol), then stirring was continued overnight. EtOAc (200 mL) was added, followed by saturated aqueous NH4Cl to adjust the aqueous pH to 6.5. After separation of the layers, the aqueous phase was extracted further with EtOAc (2×200 mL). The combined organic extracts were washed with H2O (200 mL) and brine (200 ...